This data is from the Open Reaction Database (ORD), a public repository of structured organic reaction records. The task is: describe an organic reaction: reactants, conditions, products, and yield Reactants: COC(=O)CBr, C[Si](C)(C)Cl, CCCC(C)=O, CCOC(C)=O, O=Cc1ccccc1, Cl, [Zn], CCCC(=O)C=Cc1ccccc1. Product: CCCC(O)(C=Cc1ccccc1)CC(=O)OC. Reaction SMILES: [Br:33][CH2:34][C:35](=[O:36])[O:37][CH3:38].[CH3:1][Si:2]([CH3:3])([CH3:4])[Cl:5].[CH3:27][CH2:28][CH2:29][C:30](=[O:31])[CH3:32].[CH3:40][CH2:41][O:42][C:43](=[O:44])[CH3:45].[CH:19]([c:20]1[cH:21][cH:22][cH:23][cH:24][cH:25]1)=[O:26].[ClH:39].[Zn:46].[c:6]1([CH:12]=[CH:13][C:14]([CH2:15][CH2:16][CH3:17])=[O:18])[cH:7][cH:8][cH:9][cH:10][cH:11]1>>[c:6]1([CH:12]=[CH:13][C:14]([CH2:15][CH2:16][CH3:17])([OH:18])[CH2:34][C:35](=[O:36])[O:37][CH3:38])[cH:7][cH:8][cH:9][cH:10][cH:11]1. Starting materials: Cl (HCl), ClC1=C(C2=C(S1)C(=CC=C2)C)Cl (2,3-Dichloro-7-methylbenzo[b]thiophene), solution, C(CCC)[Li] (butyllithium). The solvent is CCOCC (ether), CCCCCC (hexane). Product: ClC=1C2=C(SC1)C(=CC=C2)C (3-Chloro-7-methylbenzo[b]thiophene). As a reaction SMILES: Cl[C:2]1[S:6][C:5]2[C:7]([CH3:11])=[CH:8][CH:9]=[CH:10][C:4]=2[C:3]=1[Cl:12].C([Li])CCC.Cl>CCOCC.CCCCCC>[Cl:12][C:3]1[C:4]2[CH:10]=[CH:9][CH:8]=[C:7]([CH3:11])[C:5]=2[S:6][CH:2]=1. Procedure: 10 g of 2,3-Dichloro-7-methylbenzo[b]thiophene are dissolved in 200 ml ether and 28.8 ml of a 1.6M solution of butyllithium in hexane added dropwise at 0°. After one hour the mixture is poured into dilute aqueous HCl, the organic phase separated, washed, dried and concentrated on a rotary evaporator. The raw title product thus obtained is reacted directed further (B.p.=60°-62°/0.13 Pascal. 3-Chloro-4-methylbenzo[b]thiophene may be prepared analogously. Reported procedure: Sodium metal (0.115 g, 5 mmol) was added to allyl alcohol (0.291 g, 5 mmol) in dry THF (5 ml) and stirred until all had dissolved. 2,6-dichloro-4,8-dipiperidinopyrimidopyrimidine (0.184 g, 0.5 mmol) dissolved in dry THF (10 ml) was added to the alkoxide and the mixture heated under reflux for 72 hours. After cooling to room temperature, water (20 ml) was added and the product extracted into ethyl acetate (4×20 ml). The organic layers were combined, dried (MgSO4), filtered and the solvent removed... The yield is 40.0%. Reactants: ClC=1N=C(C2=C(C(=NC(=N2)Cl)N2CCCCC2)N1)N1CCCCC1 (2,6-dichloro-4,8-dipiperidinopyrimidopyrimidine), C1CCOC1 (THF), alkoxide, O (water), [Na] (Sodium), C(C=C)O (allyl alcohol), C1CCOC1 (THF). Yields the product C(C=C)OC=1N=C(C2=C(C(=NC(=N2)OCC=C)N2CCCCC2)N1)N1CCCCC1 (2,6-Di-allyloxy-4,8-dipiperidinopyrimidopyrimidine). As a reaction SMILES: [Na].[CH2:2]([OH:5])[CH:3]=[CH2:4].Cl[C:7]1[N:8]=[C:9]([N:24]2[CH2:29][CH2:28][CH2:27][CH2:26][CH2:25]2)[C:10]2[N:15]=[C:14](Cl)[N:13]=[C:12]([N:17]3[CH2:22][CH2:21][CH2:20][CH2:19][CH2:18]3)[C:11]=2[N:23]=1.O.[CH2:31]1C[O:34][CH2:33][CH2:32]1>>[CH2:2]([O:5][C:7]1[N:8]=[C:9]([N:24]2[CH2:29][CH2:28][CH2:27][CH2:26][CH2:25]2)[C:10]2[N:15]=[C:14]([O:34][CH2:33][CH:32]=[CH2:31])[N:13]=[C:12]([N:17]3[CH2:22][CH2:21][CH2:20][CH2:19][CH2:18]3)[C:11]=2[N:23]=1)[CH:3]=[CH2:4] |^1:0|. Reactants: O (water), C(C)(C)C1(N=C(NC1=O)C1=C(C(=O)O)C=CC=[N+]1[O-])C (2-(4-isopropyl-4-methyl-5-oxo-2-imidazolin-2-yl)nicotinic acid -1-oxide), C(C)(=O)OC(C)=O (acetic anhydride), N1=CC=CC=C1 (pyridine). Solvent: C1(=CC=CC=C1)C (toluene). Reaction conditions: temperature 10 celsius. Product: OC1=NC(=C(C(=O)O)C=C1)C=1NC(C(N1)(C)C(C)C)=O (6-hydroxy-2-(4-isopropyl-4-methyl-5-oxo-2-imidazolin-2-yl)nicotinic acid). Reaction SMILES: [CH:1]([C:4]1([CH3:20])[C:8](=[O:9])[NH:7][C:6]([C:10]2[N+:18]([O-])=[CH:17][CH:16]=[CH:15][C:11]=2[C:12]([OH:14])=[O:13])=[N:5]1)([CH3:3])[CH3:2].C(OC(=O)C)(=[O:23])C.N1C=CC=CC=1.O>C1(C)C=CC=CC=1>[OH:23][C:17]1[CH:16]=[CH:15][C:11]([C:12]([OH:14])=[O:13])=[C:10]([C:6]2[NH:7][C:8](=[O:9])[C:4]([CH:1]([CH3:3])[CH3:2])([CH3:20])[N:5]=2)[N:18]=1. Reported procedure: A mixture of 3 g of 2-(4-isopropyl-4-methyl-5-oxo-2-imidazolin-2-yl)nicotinic acid -1-oxide, 2.24 g of acetic anhydride, and 0.4 g of pyridine in 80 mL of toluene is stirred and heated at reflux for 3 hours. The reaction mixture is cooled to 10° C. and 75 mL of cold water is added with vigorous stirring. The resulting yellow solid is filtered, washed with toluene, and air dried. Recrystallization of this solid from methanol affords the desired product as a white solid, mp 201°-203° C. Reactants: CS(=O)(=O)Cc1ccc(C(=O)Nc2ccc(Cl)c(-c3ccccn3)c2)cc1OCCBr, O=C([O-])[O-], [K+], [K+], CC(=O)N1CCNCC1, CN(C)C=O. The product is CC(=O)N1CCN(CCOc2cc(C(=O)Nc3ccc(Cl)c(-c4ccccn4)c3)ccc2CS(C)(=O)=O)CC1. Reaction SMILES: [Br:1][CH2:2][CH2:3][O:4][c:5]1[cH:6][c:7]([C:8](=[O:9])[NH:10][c:11]2[cH:12][c:13](-[c:18]3[n:19][cH:20][cH:21][cH:22][cH:23]3)[c:14]([Cl:17])[cH:15][cH:16]2)[cH:24][cH:25][c:26]1[CH2:27][S:28](=[O:29])(=[O:30])[CH3:31].[C:32](=[O:33])([O-:34])[O-:35].[K+:36].[K+:37].[N:38]1([C:44]([CH3:45])=[O:46])[CH2:39][CH2:40][NH:41][CH2:42][CH2:43]1.[O:47]=[CH:48][N:49]([CH3:50])[CH3:51]>>[CH2:2]([CH2:3][O:4][c:5]1[cH:6][c:7]([C:8](=[O:9])[NH:10][c:11]2[cH:12][c:13](-[c:18]3[n:19][cH:20][cH:21][cH:22][cH:23]3)[c:14]([Cl:17])[cH:15][cH:16]2)[cH:24][cH:25][c:26]1[CH2:27][S:28](=[O:29])(=[O:30])[CH3:31])[N:41]1[CH2:40][CH2:39][N:38]([C:44]([CH3:45])=[O:46])[CH2:43][CH2:42]1.